The task is: describe an organic reaction: reactants, conditions, products, and yield. This data is from the Open Reaction Database (ORD), a public repository of structured organic reaction records. Reactants: C(Cl)Cl (CH2Cl2), CS(=O)(=O)O\N=C\1/CCC2=CC=C(C=C12)OC ((E)-6-methoxy-2,3-dihydro-1H-inden-1-one O-methylsulfonyl oxime), B(F)(F)F (BF3), CS(=O)(=O)Cl (MsCl). Reagents/catalysts: Cl[Ti](Cl)(Cl)Cl (TiCl4). Solvent: ClCCCl (1,2-dichloroethane). Reaction conditions: time 5 hour. Product: COC1=CC=C2CCNC(C2=C1)=O (7-methoxy-3,4-dihydroisoquinolin-1(2H)-one). Yield: 94.7%. As a reaction SMILES: CS(O/[N:6]=[C:7]1\[CH2:8][CH2:9][C:10]2[C:15]\1=[CH:14][C:13]([O:16][CH3:17])=[CH:12][CH:11]=2)(=O)=O.B(F)(F)F.CS(Cl)(=O)=[O:24].C(Cl)Cl>ClCCCl.Cl[Ti](Cl)(Cl)Cl>[CH3:17][O:16][C:13]1[CH:14]=[C:15]2[C:10]([CH2:9][CH2:8][NH:6][C:7]2=[O:24])=[CH:11][CH:12]=1. Procedure details: To the solution of intermediate 17 (7.76 g, 30.4 mmol) in 1,2-dichloroethane (150 mL) was added BF3 (5.52 mL, 48.7 mmol, in MeOH), MsCl (3.8 mL, 48.7 mmol) and TiCl4 (5.35 mL, 48.7 mmol). The mixture was stirred at rt for 5 h. CH2Cl2 (150 mL) was then added to the reaction mixture. The solution was washed with water and brine. The water layer was neutralized by aqueous Na2CO3 to pH=7 and was extracted with CH2Cl2. The combined organic layers were dried over anhydrous MgSO4, filtered and concentr... Reactants: C(C)(C)(C)OC(NC(C(N1CCN(CC1)C=1C2=C(N=CN1)C=C(S2)C#CC)=O)CC2=CC=C(C=C2)Cl)=O ({1-(4-chlorobenzyl)-2-oxo-2-[4-(6-prop-1-ynyl-thieno[3,2-d]pyrimidin-4-yl)-piperazin-1-yl]-ethyl}-carbamic acid tert-butyl ester), Cl (HCl). The solvent is C(Cl)Cl (DCM), O1CCOCC1 (Dioxane). Conditions: time 4 hour. The product is Cl.Cl.NC(C(=O)N1CCN(CC1)C=1C2=C(N=CN1)C=C(S2)C#CC)CC2=CC=C(C=C2)Cl (2-Amino-3-(4-chlorophenyl)-1-[4-(6-prop-1-ynyl-thieno[3,2-d]pyrimidin-4-yl)-piperazin-1-yl]-propan-1-one dihydrochloride). As a reaction SMILES: C(OC(=O)[NH:7][CH:8]([CH2:29][C:30]1[CH:35]=[CH:34][C:33]([Cl:36])=[CH:32][CH:31]=1)[C:9](=[O:28])[N:10]1[CH2:15][CH2:14][N:13]([C:16]2[C:17]3[S:24][C:23]([C:25]#[C:26][CH3:27])=[CH:22][C:18]=3[N:19]=[CH:20][N:21]=2)[CH2:12][CH2:11]1)(C)(C)C.[ClH:38]>C(Cl)Cl.O1CCOCC1>[ClH:36].[ClH:38].[NH2:7][CH:8]([CH2:29][C:30]1[CH:35]=[CH:34][C:33]([Cl:36])=[CH:32][CH:31]=1)[C:9]([N:10]1[CH2:15][CH2:14][N:13]([C:16]2[C:17]3[S:24][C:23]([C:25]#[C:26][CH3:27])=[CH:22][C:18]=3[N:19]=[CH:20][N:21]=2)[CH2:12][CH2:11]1)=[O:28] |f:4.5.6|. Procedure: To a solution of {1-(4-chlorobenzyl)-2-oxo-2-[4-(6-prop-1-ynyl-thieno[3,2-d]pyrimidin-4-yl)-piperazin-1-yl]-ethyl}-carbamic acid tert-butyl ester in DCM (4 mL) was added HCl in Dioxane (4M, 1 mL). The mixture was stirred for 4 hours. The solvent was removed to afford the product 2-Amino-3-(4-chlorophenyl)-1-[4-(6-prop-1-ynyl-thieno[3,2-d]pyrimidin-4-yl)-piperazin-1-yl]-propan-1-one dihydrochloride quantitatively. MS (ESI+) [M+H]+ 440.